Dataset: the Open Reaction Database (ORD), a public repository of structured organic reaction records. Task: describe an organic reaction: reactants, conditions, products, and yield The reactants are O=C([O-])[O-], CN(C)C=O, O=Cc1ccc(F)cc1Cl, FC(F)(F)c1cc[nH]n1, [K+], [K+], O. The product is O=Cc1ccc(-c2c[nH]nc2C(F)(F)F)cc1Cl. As a reaction SMILES: [C:20](=[O:21])([O-:22])[O-:23].[CH3:27][N:28]([CH3:29])[CH:30]=[O:31].[Cl:10][c:11]1[c:12]([CH:13]=[O:14])[cH:15][cH:16][c:17]([F:19])[cH:18]1.[F:1][C:2]([c:3]1[n:4][nH:5][cH:6][cH:7]1)([F:8])[F:9].[K+:24].[K+:25].[OH2:26]>>[F:1][C:2]([c:3]1[n:4][nH:5][cH:6][c:7]1-[c:17]1[cH:16][cH:15][c:12]([CH:13]=[O:14])[c:11]([Cl:10])[cH:18]1)([F:8])[F:9]. Starting materials: CC=1C(=C2C=CN(C2=C(C1)C)S(=O)(=O)C1=CC=C(C)C=C1)C(C1=NC2=C(N1COCC[Si](C)(C)C)C=CC(=C2)C#N)OC ((±)-2-((5,7-dimethyl-1-tosyl-1H-indol-4-yl)(methoxy)methyl)-1-((2-(trimethylsilyl)ethoxy)methyl)-1H-benzo[d]imidazole-5-carbonitrile), CC=1C(=C2C=CN(C2=C(C1)C)S(=O)(=O)C1=CC=C(C)C=C1)C(C1=NC2=C(N1COCC[Si](C)(C)C)C=C(C=C2)C#N)OC ((±)-2-((5,7-dimethyl-1-tosyl-1H-indol-4-yl)(methoxy)methyl)-1-((2-(trimethylsilyl)ethoxy)methyl)-1H-benzo[d]imidazole-6-carbonitrile), 64-C. The product is CC=1C(=C2C=CNC2=C(C1)C)C(C1=NC2=C(N1)C=CC(=C2)C#N)OC ((±)-2-((5,7-Dimethyl-1H-indol-4-yl)(methoxy)methyl)-1H-benzo[d]imidazole-5-carbonitrile). As a reaction SMILES: [CH3:1][C:2]1[C:3]([CH:22]([O:42][CH3:43])[C:23]2[N:27](COCC[Si](C)(C)C)[C:26]3[CH:36]=[CH:37][C:38]([C:40]#[N:41])=[CH:39][C:25]=3[N:24]=2)=[C:4]2[C:8](=[C:9]([CH3:11])[CH:10]=1)[N:7](S(C1C=CC(C)=CC=1)(=O)=O)[CH:6]=[CH:5]2.CC1C(C(OC)C2N(COCC[Si](C)(C)C)C3C=C(C#N)C=CC=3N=2)=C2C(=C(C)C=1)N(S(C1C=CC(C)=CC=1)(=O)=O)C=C2>>[CH3:1][C:2]1[C:3]([CH:22]([O:42][CH3:43])[C:23]2[NH:27][C:26]3[CH:36]=[CH:37][C:38]([C:40]#[N:41])=[CH:39][C:25]=3[N:24]=2)=[C:4]2[C:8](=[C:9]([CH3:11])[CH:10]=1)[NH:7][CH:6]=[CH:5]2. Reported procedure: The title compound was synthesized from a mixture of (±)-2-((5,7-dimethyl-1-tosyl-1H-indol-4-yl)(methoxy)methyl)-1-((2-(trimethylsilyl)ethoxy)methyl)-1H-benzo[d]imidazole-5-carbonitrile and (±)-2-((5,7-dimethyl-1-tosyl-1H-indol-4-yl)(methoxy)methyl)-1-((2-(trimethylsilyl)ethoxy)methyl)-1H-benzo[d]imidazole-6-carbonitrile as described in Example 64-B and 64-C. 1H NMR (400 MHz, DMSO-d6) δ ppm 10.96 (s, 1H) 7.96 (s, 1H) 7.63 (d, J=8.34 Hz, 1H) 7.53 (d, J=8.34 Hz, 1H) 7.20 (t, J=2.65 Hz, 1H) 6.75 (s...